Task: describe an organic reaction: reactants, conditions, products, and yield. Dataset: the Open Reaction Database (ORD), a public repository of structured organic reaction records The reactants are ClCCl, O=C(O)C(F)(F)F, CSCCC(NC(=O)c1ccc(C=CCn2ccnc2)cc1-c1ccc(F)cc1)C(=O)OC(C)(C)C. The product is CSCCC(NC(=O)c1ccc(C=CCn2ccnc2)cc1-c1ccc(F)cc1)C(=O)O. Reaction SMILES: [Cl:44][CH2:45][Cl:46].[F:37][C:38]([F:39])([F:40])[C:41]([OH:42])=[O:43].[n:1]1([CH2:6][CH:7]=[CH:8][c:9]2[cH:10][c:11](-[c:30]3[cH:31][cH:32][c:33]([F:36])[cH:34][cH:35]3)[c:12]([C:13](=[O:14])[NH:15][CH:16]([C:17](=[O:18])[O:19][C:20]([CH3:21])([CH3:22])[CH3:23])[CH2:24][CH2:25][S:26][CH3:27])[cH:28][cH:29]2)[cH:2][n:3][cH:4][cH:5]1>>[n:1]1([CH2:6][CH:7]=[CH:8][c:9]2[cH:10][c:11](-[c:30]3[cH:31][cH:32][c:33]([F:36])[cH:34][cH:35]3)[c:12]([C:13](=[O:14])[NH:15][CH:16]([C:17](=[O:18])[OH:19])[CH2:24][CH2:25][S:26][CH3:27])[cH:28][cH:29]2)[cH:2][n:3][cH:4][cH:5]1. The reactants are BrCC(=O)N(C)CCCC (bromo-N-butyl-N-methylacetamide), C(C)(=S)[O-].[K+] (potassium thioacetate). The solvent is CO (methanol), CO (methanol). Reaction conditions: temperature 40 celsius. Product: C(C)(=O)SCC(=O)N(C)CCCC (2-(acetylthio)-N-butyl-N-methylacetamide). The yield is 100.0%. Reaction SMILES: Br[CH2:2][C:3]([N:5]([CH2:7][CH2:8][CH2:9][CH3:10])[CH3:6])=[O:4].[C:11]([O-:14])(=[S:13])[CH3:12].[K+]>CO>[C:11]([S:13][CH2:2][C:3]([N:5]([CH2:7][CH2:8][CH2:9][CH3:10])[CH3:6])=[O:4])(=[O:14])[CH3:12] |f:1.2|. Procedure: 4.16 g of bromo-N-butyl-N-methylacetamide of Preparation B of Example 78, Step A in 1.5 ml of methanol were added to a suspension of 2.28 g of potassium thioacetate in 10 ml of methanol and the mixture was heated for one hour at 40° C. under an argon atmosphere. After evaporation to dryness under reduced pressure, the residue was dissolved with ethyl ether, the insoluble part filtered off and the solution was evaporated to dryness to obtain 4.06 g of oily product.